From a dataset of the Open Reaction Database (ORD), a public repository of structured organic reaction records. describe an organic reaction: reactants, conditions, products, and yield Reactants: C(C)S(=O)(=O)NC1=C(C=CC=C1)C1NC2=CC=C(C=C2C(C1)(C)C)C(=O)OCC (ethyl 2-(2-(ethylsulfonamido)phenyl)-4,4-dimethyl-1,2,3,4-tetrahydroquinoline-6-carboxylate), O.[OH-].[Li+] (lithium hydroxide monohydrate), [OH-].[Na+] (sodium hydroxide). Solvent: C(C)O (ethanol), O (water). Run at temperature 85 celsius, time 8 hour. Product: C(C)S(=O)(=O)NC1=C(C=CC=C1)C1NC2=CC=C(C=C2C(C1)(C)C)C(=O)O (2-(2-ethanesulfonylamino-phenyl)-4,4-dimethyl-1,2,3,4-tetrahydro-quinoline-6-carboxylic acid). RXN SMILES: [CH2:1]([S:3]([NH:6][C:7]1[CH:12]=[CH:11][CH:10]=[CH:9][C:8]=1[CH:13]1[CH2:22][C:21]([CH3:24])([CH3:23])[C:20]2[C:15](=[CH:16][CH:17]=[C:18]([C:25]([O:27]CC)=[O:26])[CH:19]=2)[NH:14]1)(=[O:5])=[O:4])[CH3:2].O.[OH-].[Li+].[OH-].[Na+]>C(O)C.O>[CH2:1]([S:3]([NH:6][C:7]1[CH:12]=[CH:11][CH:10]=[CH:9][C:8]=1[CH:13]1[CH2:22][C:21]([CH3:24])([CH3:23])[C:20]2[C:15](=[CH:16][CH:17]=[C:18]([C:25]([OH:27])=[O:26])[CH:19]=2)[NH:14]1)(=[O:5])=[O:4])[CH3:2] |f:1.2.3,4.5|. Reported procedure: To a stirred solution of ethyl 2-(2-(ethylsulfonamido)phenyl)-4,4-dimethyl-1,2,3,4-tetrahydroquinoline-6-carboxylate (crude 0.62 mmol) in ethanol was added a solution of lithium hydroxide monohydrate (129 mg, 3.08 mmol) and sodium hydroxide (50 mg, 1.23 mmol) in water (1.5 mL) at room temperature. The reaction mixture was stirred at 85° C. overnight. The reaction mixture was concentrated in vacuo. The residue was diluted with water, adjusted pH=3˜4 by 1M aqueous hydrochloric acid, extracted with... The reactants are C1(=CC=CC=C1)/C(=C(/C=1C=C2C=NN(C2=CC1)C1OCCCC1)\C1=CC=C(C=C1)/C=C/C#N)/CC ((E)-3-(4-((E)-2-phenyl-1-(1-(tetrahydro-2H-pyran-2-yl)-1H-indazol-5-yl)but-1-en-1-yl)phenyl)acrylonitrile), C[Si](C)(C)N=[N+]=[N-] (trimethylsilylazide), C(CCC)[Sn](CCCC)=O (di-n-butyltin oxide). The solvent is C1(=CC=CC=C1)C (toluene). The product is N=1NN=NC1/C=C/C1=CC=C(C=C1)/C(=C(/CC)\C1=CC=CC=C1)/C=1C=C2C=NN(C2=CC1)C1OCCCC1 (5-((E)-1-(4-((E)-2-(2H-Tetrazol-5-yl)vinyl)phenyl)-2-phenylbut-1-en-1-yl)-1-(tetrahydro-2H-pyran-2-yl)-1H-indazole). As a reaction SMILES: [C:1]1(/[C:7](/[CH2:34][CH3:35])=[C:8](\[C:24]2[CH:29]=[CH:28][C:27](/[CH:30]=[CH:31]/[C:32]#[N:33])=[CH:26][CH:25]=2)/[C:9]2[CH:10]=[C:11]3[C:15](=[CH:16][CH:17]=2)[N:14]([CH:18]2[CH2:23][CH2:22][CH2:21][CH2:20][O:19]2)[N:13]=[CH:12]3)[CH:6]=[CH:5][CH:4]=[CH:3][CH:2]=1.C[Si]([N:40]=[N+:41]=[N-:42])(C)C.C([Sn](=O)CCCC)CCC>C1(C)C=CC=CC=1>[N:33]1[NH:40][N:41]=[N:42][C:32]=1/[CH:31]=[CH:30]/[C:27]1[CH:26]=[CH:25][C:24](/[C:8](/[C:9]2[CH:10]=[C:11]3[C:15](=[CH:16][CH:17]=2)[N:14]([CH:18]2[CH2:23][CH2:22][CH2:21][CH2:20][O:19]2)[N:13]=[CH:12]3)=[C:7](\[C:1]2[CH:2]=[CH:3][CH:4]=[CH:5][CH:6]=2)/[CH2:34][CH3:35])=[CH:29][CH:28]=1. Procedure details: A 40 mL vial equipped with a magnetic stir bar was charged with (E)-3-(4-((E)-2-phenyl-1-(1-(tetrahydro-2H-pyran-2-yl)-1H-indazol-5-yl)but-1-en-1-yl)phenyl)acrylonitrile (100 mg, 0.22 mmol), trimethylsilylazide (289 μL, 2.2 mmol), and di-n-butyltin oxide (11 mg, 0.04 mmol) in anhydrous toluene (2 mL). This mixture was degassed with 3 vacuum/N2 cycles, and then refluxed overnight. The reaction was poured onto silica and eluted with hexane (50 mL) and then 20% methanol in DCM (100 mL). The filtrat...